The task is: describe an organic reaction: reactants, conditions, products, and yield. This data is from the Open Reaction Database (ORD), a public repository of structured organic reaction records. Reactants: C(OCC1(C(COCC2=CC=CC=C2)O1)C)(OC=1C(=C2CCC(OC2=C(C1C)C)(CCCC(CCCC(CCCC(C)C)C)C)C)C)=O (4-benzyloxy-2,3-epoxy-2-methylbutyl 2,5,7,8-tetramethyl-2-(4',8',12'-trimethyltridecyl)-6-chromanyl carbonate), O1CCCC1 (tetrahydrofuran), peroxide, Cl(=O)(=O)(=O)O (perchloric acid). Solvent: O (water), O (water), O (water). Yields the product C(OCC(C(COCC1=CC=CC=C1)O)(C)O)(OC=1C(=C2CCC(OC2=C(C1C)C)(CCCC(CCCC(CCCC(C)C)C)C)C)C)=O (4-benzyloxy-2,3-dihydroxy-2-methylbutyl 2,5,7,8-tetramethyl-2-(4',8',12'-trimethyltridecyl)-6-chromanyl carbonate). As a reaction SMILES: [C:1](=[O:48])([O:17][C:18]1[C:19]([CH3:47])=[C:20]2[C:25](=[C:26]([CH3:29])[C:27]=1[CH3:28])[O:24][C:23]([CH3:46])([CH2:30][CH2:31][CH2:32][CH:33]([CH3:45])[CH2:34][CH2:35][CH2:36][CH:37]([CH3:44])[CH2:38][CH2:39][CH2:40][CH:41]([CH3:43])[CH3:42])[CH2:22][CH2:21]2)[O:2][CH2:3][C:4]1([CH3:16])[O:15][CH:5]1[CH2:6][O:7][CH2:8][C:9]1[CH:14]=[CH:13][CH:12]=[CH:11][CH:10]=1.[O:49]1CCCC1.Cl(O)(=O)(=O)=O>O>[C:1](=[O:48])([O:17][C:18]1[C:19]([CH3:47])=[C:20]2[C:25](=[C:26]([CH3:29])[C:27]=1[CH3:28])[O:24][C:23]([CH3:46])([CH2:30][CH2:31][CH2:32][CH:33]([CH3:45])[CH2:34][CH2:35][CH2:36][CH:37]([CH3:44])[CH2:38][CH2:39][CH2:40][CH:41]([CH3:42])[CH3:43])[CH2:22][CH2:21]2)[O:2][CH2:3][C:4]([OH:49])([CH3:16])[CH:5]([OH:15])[CH2:6][O:7][CH2:8][C:9]1[CH:14]=[CH:13][CH:12]=[CH:11][CH:10]=1. Procedure: 8.6 g (0.013 mol) of 4-benzyloxy-2,3-epoxy-2-methylbutyl 2,5,7,8-tetramethyl-2-(4',8',12'-trimethyltridecyl)-6-chromanyl carbonate, 150 ml of tetrahydrofuran and 30 ml of water were mixed together. To the obtained mixture was slowly added dropwise a solution of 7 ml of 60% perchloric acid in 20 ml of water under ice-cooling and stirring. After the completion of the addition, the mixture was further stirred at the same temperature for 4 hours and then poured into water. After confirming that no p... Yield: 85.0%. The product is N1=CNC2=C1C=CC=C2 (benzimidazole). Reported procedure: To reactor-1 was charged III (35 g, 140.95 mmol) in toluene (140 g). The mixture was heated to 50° C. to obtain a clear solution. To a second reactor was charged IV (36.4 g, 169.10 mmol) and toluene (300 g), followed by addition of a solution of dicyclohexyl carbodimide (11.6 g, in 50% toluene, 28.11 mmol) at 0-10° C. The mixture was stirred at the same temperature for 15 min, then charged in parallel with the content of reactor-1 and the solution of dicyclohexyl carbodimide (52.4 g, in 50% tolu... Solvent: C1(=CC=CC=C1)C (toluene), C1(=CC=CC=C1)C (toluene). Run at temperature 50 celsius, time 15 minute. Reactants: IV, C1(CCCCC1)N=C=NC1CCCCC1 (dicyclohexyl carbodimide), III, C1(CCCCC1)N=C=NC1CCCCC1 (dicyclohexyl carbodimide). Reaction SMILES: C1([N:7]=[C:8]=[N:9][CH:10]2[CH2:15][CH2:14][CH2:13][CH2:12][CH2:11]2)CCCCC1>C1(C)C=CC=CC=1>[N:9]1[C:10]2[CH:15]=[CH:14][CH:13]=[CH:12][C:11]=2[NH:7][CH:8]=1.